describe an organic reaction: reactants, conditions, products, and yield From a dataset of the Open Reaction Database (ORD), a public repository of structured organic reaction records. Reactants: [BH4-], CC(C)(C)c1ccc(C=O)cc1, CO, [Na+], O, NCCc1ccncc1. Product: CC(C)(C)c1ccc(CNCCc2ccncc2)cc1. RXN SMILES: [BH4-:22].[C:10]([CH3:11])([CH3:12])([CH3:13])[c:14]1[cH:15][cH:16][c:17]([CH:18]=[O:19])[cH:20][cH:21]1.[CH3:25][OH:26].[Na+:23].[OH2:24].[n:1]1[cH:2][cH:3][c:4]([CH2:7][CH2:8][NH2:9])[cH:5][cH:6]1>>[n:1]1[cH:2][cH:3][c:4]([CH2:7][CH2:8][NH:9][CH2:18][c:17]2[cH:16][cH:15][c:14]([C:10]([CH3:11])([CH3:12])[CH3:13])[cH:21][cH:20]2)[cH:5][cH:6]1. Reactants: CC1(C2=CC=CC(=C2OC=2C(=CC=CC12)P(C1=CC=CC=C1)C1=CC=CC=C1)P(C1=CC=CC=C1)C1=CC=CC=C1)C (9,9-Dimethyl-4,5-bis(diphenylphosphino)xanthene), BrC=1C(=C(C=CC1)N1N=CC=2C1=NC=NC2O)C (1-(3-bromo-2-methylphenyl)-1H-pyrazolo[3,4-d]pyrimidin-4-ol), CN(C)C=O (DMF). Reagents/catalysts: C=1C=CC(=CC1)/C=C/C(=O)/C=C/C2=CC=CC=C2.C=1C=CC(=CC1)/C=C/C(=O)/C=C/C2=CC=CC=C2.C=1C=CC(=CC1)/C=C/C(=O)/C=C/C2=CC=CC=C2.[Pd].[Pd] (tris(dibenzylideneacetone)dipalladium(0)), [C-]#N.[Zn+2].[C-]#N (Zinc cyanide). Run at temperature 160 celsius. Yields the product OC1=C2C(=NC=N1)N(N=C2)C=2C(=C(C#N)C=CC2)C (3-(4-hydroxy-1H-pyrazolo[3,4-d]pyrimidin-1-yl)-2-methylbenzonitrile). Yield: 81.0%. Reaction SMILES: Br[C:2]1[C:3]([CH3:18])=[C:4]([N:8]2[C:12]3=[N:13][CH:14]=[N:15][C:16]([OH:17])=[C:11]3[CH:10]=[N:9]2)[CH:5]=[CH:6][CH:7]=1.CC1(C)C2C=CC=C(P(C3C=CC=CC=3)C3C=CC=CC=3)C=2OC2C1=CC=CC=2P(C1C=CC=CC=1)C1C=CC=CC=1.[CH3:61][N:62](C=O)C>[C-]#N.[Zn+2].[C-]#N.C1C=CC(/C=C/C(/C=C/C2C=CC=CC=2)=O)=CC=1.C1C=CC(/C=C/C(/C=C/C2C=CC=CC=2)=O)=CC=1.C1C=CC(/C=C/C(/C=C/C2C=CC=CC=2)=O)=CC=1.[Pd].[Pd]>[OH:17][C:16]1[N:15]=[CH:14][N:13]=[C:12]2[N:8]([C:4]3[C:3]([CH3:18])=[C:2]([CH:7]=[CH:6][CH:5]=3)[C:61]#[N:62])[N:9]=[CH:10][C:11]=12 |f:3.4.5,6.7.8.9.10|. Procedure details: 1-(3-bromo-2-methylphenyl)-1H-pyrazolo[3,4-d]pyrimidin-4-ol (Intermediate AT4) (2 g, 6.55 mmol) and Zinc cyanide (0.693 g, 5.90 mmol) were dissolved in DMF (30 mL)and sealed into a microwave tube. The tube was purged with nitrogen. 9,9-Dimethyl-4,5-bis(diphenylphosphino)xanthene (0.379 g, 0.66 mmol) and tris(dibenzylideneacetone)dipalladium(0) (0.300 g, 0.33 mmol) added. The reaction was heated to 160° C. for 10 minutes in the microwave reactor and cooled to RT. The reaction mixture was filtered... Reactants: O=C([O-])[O-], COCCOCCOC, FC(F)Cl, Cc1nn(-c2ccc(Cl)cc2F)c(=O)[nH]1, [K+], [K+], [Na], O=C=O, O. Yields the product Cc1nn(-c2ccc(Cl)cc2F)c(=O)n1C(F)F. Reaction SMILES: [C:17](=[O:18])([O-:19])[O-:20].[CH3:30][O:31][CH2:32][CH2:33][O:34][CH2:35][CH2:36][O:37][CH3:38].[Cl:26][CH:27]([F:28])[F:29].[Cl:2][c:3]1[cH:4][c:5]([F:16])[c:6](-[n:9]2[n:10][c:11]([CH3:15])[nH:12][c:13]2=[O:14])[cH:7][cH:8]1.[K+:21].[K+:22].[Na:1].[O:23]=[C:24]=[O:25].[OH2:39]>>[Cl:2][c:3]1[cH:4][c:5]([F:16])[c:6](-[n:9]2[n:10][c:11]([CH3:15])[n:12]([CH:27]([F:28])[F:29])[c:13]2=[O:14])[cH:7][cH:8]1. The reactants are ClC=1C=C2N=C3C=CC(=CC3=C(C2=CC1)Cl)F (6,9-dichloro-2-fluoroacridine), CN1CCN(CC1)CCN (2-(4-methylpiperazin-1-yl)ethanamine). Product: ClC=1C=C2N=C3C=CC(=CC3=C(C2=CC1)NCCN1CCN(CC1)C)F (6-Chloro-2-fluoro-N-(2-(4-methylpiperazin-1-yl)ethyl)acridin-9-amine). Reaction SMILES: [Cl:1][C:2]1[CH:3]=[C:4]2[C:13](=[CH:14][CH:15]=1)[C:12](Cl)=[C:11]1[C:6]([CH:7]=[CH:8][C:9]([F:17])=[CH:10]1)=[N:5]2.[CH3:18][N:19]1[CH2:24][CH2:23][N:22]([CH2:25][CH2:26][NH2:27])[CH2:21][CH2:20]1>>[Cl:1][C:2]1[CH:3]=[C:4]2[C:13](=[CH:14][CH:15]=1)[C:12]([NH:27][CH2:26][CH2:25][N:22]1[CH2:23][CH2:24][N:19]([CH3:18])[CH2:20][CH2:21]1)=[C:11]1[C:6]([CH:7]=[CH:8][C:9]([F:17])=[CH:10]1)=[N:5]2. Procedure: Following the general procedure of Example 1 and making non-critical variations but using 6,9-dichloro-2-fluoroacridine and 2-(4-methylpiperazin-1-yl)ethanamine, the title compound was obtained; MS (Found M+1=373). Starting materials: [OH-].[K+] (KOH), N1CC1 (aziridine), silicone, crude product, C=CC1=CC(=CC=C1)CCl (ar-vinylbenzyl chloride), p,p'-diphenylphenylene diamine, C1=CC=CC=C1 (benzene), C=CC1=CC(=CC=C1)CCl (ar-vinylbenzyl chloride). The solvent is O (water). The product is C(=C)C1N(C1)CC1=CC=CC=C1 (Vinylbenzylaziridine). As a reaction SMILES: [NH:1]1[CH2:3][CH2:2]1.[OH-].[K+].[CH:6]1C=CC=C[CH:7]=1.C=C[C:14]1[CH:19]=[CH:18][CH:17]=[C:16]([CH2:20]Cl)[CH:15]=1>O>[CH:6]([CH:2]1[CH2:3][N:1]1[CH2:20][C:16]1[CH:17]=[CH:18][CH:19]=[CH:14][CH:15]=1)=[CH2:7] |f:1.2|. Procedure: To a 1-liter, 3-necked flask equipped with a mechanical stirrer, reflux condenser and dropping funnel was charged 86 g. (2.0 mole) of aziridine, 66 g. of 85% powdered KOH (1.0 mole) and 400 ml. of benzene. The mixture was stirred and heated to reflux and 76.25 g. (0.5 mole) of ar-vinylbenzyl chloride containing 0.1% by weight of p,p'-diphenylphenylene diamine inhibitor was added over 15 minutes. The ar-vinylbenzyl chloride was an isomeric mixture consisting of approximately 60-70% meta isomer an...